This data is from the Open Reaction Database (ORD), a public repository of structured organic reaction records. The task is: describe an organic reaction: reactants, conditions, products, and yield The reactants are CS(=O)(=O)OCC1C(C1)CC1=CC(=C2C(=NC=NN21)N)C=2C=CC1=CN(N=C1C2)CC2=CC=CC=C2 ((2-{[4-amino-5-(2-benzyl-2H-indazol-6-yl)pyrrolo[2,1-f][1,2,4]triazin-7-yl]methyl}cyclopropyl)methyl methanesulfonate), N1CCCC1 (pyrrolidine), CCN(C(C)C)C(C)C (DIEA). Run in CN(C)C=O (DMF). Run at temperature 80 celsius. Yields the product C(C1=CC=CC=C1)N1N=C2C=C(C=CC2=C1)C=1C=C(N2N=CN=C(C21)N)CC2C(C2)CN2CCCC2 (5-(2-benzyl-2H-indazol-6-yl)-7-{[2-(pyrrolidin-1-ylmethyl) cyclopropyl]methyl}pyrrolo[2,1-f][1,2,4]triazin-4-amine). Yield: 5.8%. Reaction SMILES: CS(O[CH2:6][CH:7]1[CH2:9][CH:8]1[CH2:10][C:11]1[N:19]2[C:14]([C:15]([NH2:20])=[N:16][CH:17]=[N:18]2)=[C:13]([C:21]2[CH:22]=[CH:23][C:24]3[C:28]([CH:29]=2)=[N:27][N:26]([CH2:30][C:31]2[CH:36]=[CH:35][CH:34]=[CH:33][CH:32]=2)[CH:25]=3)[CH:12]=1)(=O)=O.[NH:37]1[CH2:41][CH2:40][CH2:39][CH2:38]1.CCN(C(C)C)C(C)C>CN(C=O)C>[CH2:30]([N:26]1[CH:25]=[C:24]2[C:28]([CH:29]=[C:21]([C:13]3[CH:12]=[C:11]([CH2:10][CH:8]4[CH2:9][CH:7]4[CH2:6][N:37]4[CH2:41][CH2:40][CH2:39][CH2:38]4)[N:19]4[C:14]=3[C:15]([NH2:20])=[N:16][CH:17]=[N:18]4)[CH:22]=[CH:23]2)=[N:27]1)[C:31]1[CH:36]=[CH:35][CH:34]=[CH:33][CH:32]=1. Procedure details: To a solution of (2-{[4-amino-5-(2-benzyl-2H-indazol-6-yl)pyrrolo[2,1-f][1,2,4]triazin-7-yl]methyl}cyclopropyl)methyl methanesulfonate (0.2 g, 0.4 mmol) in DMF (2 mL) was added pyrrolidine (84 mg, 1.2 mmol) and DIEA (102 mg, 0.8 mmol), and the mixture was heated to 80° C. for 3 hours. The mixture was concentrated in vacuo and the residue was dissolved in methanol and purified by preparative HPLC to provide 11 mg (6%) of the title compound. 1H NMR (300 MHz, DMSO-d6) δ 8.60 (s, 1 H), 8.05 (d, 2 H)... The reactants are O=[N+]([O-])c1cccc(OCCCBr)c1, C1CCOC1. The product is Nc1cccc(OCCCBr)c1. As a reaction SMILES: [Br:1][CH2:2][CH2:3][CH2:4][O:5][c:6]1[cH:7][c:8]([N+:12]([O-:13])=[O:14])[cH:9][cH:10][cH:11]1.[O:15]1[CH2:16][CH2:17][CH2:18][CH2:19]1>>[Br:1][CH2:2][CH2:3][CH2:4][O:5][c:6]1[cH:7][c:8]([NH2:12])[cH:9][cH:10][cH:11]1. The reactants are crude product, [OH-].[Na+] (sodium hydroxide), ClC(=O)OCC1=CC=CC=C1 (benzyl chloroformate), N[C@@H](CCSC)C(=O)O (L-methionine). Solvent: C1(=CC=CC=C1)C (toluene), O (water). Reaction conditions: temperature 0 celsius, time 15 minute. Yields the product C1(=CC=CC=C1)COC(=O)N[C@@H](CCSC)C(=O)O (N-[(Phenylmethoxy)carbonyl]-L-methionine). The yield is 83.5%. RXN SMILES: [OH-].[Na+].[NH2:3][C@H:4]([C:9]([OH:11])=[O:10])[CH2:5][CH2:6][S:7][CH3:8].Cl[C:13]([O:15][CH2:16][C:17]1[CH:22]=[CH:21][CH:20]=[CH:19][CH:18]=1)=[O:14]>O.C1(C)C=CC=CC=1>[C:17]1([CH2:16][O:15][C:13]([NH:3][C@H:4]([C:9]([OH:11])=[O:10])[CH2:5][CH2:6][S:7][CH3:8])=[O:14])[CH:22]=[CH:21][CH:20]=[CH:19][CH:18]=1 |f:0.1|. Procedure: In a 2 L flask equipped with a mechanical stirrer and internal thermometer, sodium hydroxide (61.65 g, 1.541 mol) was dissolved in distilled water (1000 ml). To this solution, L-methionine (100.0 g, 0.670 mol) was added at room temperature. The solution was cooled in an ice bath (internal temperature 3° C.) and benzyl chloroformate (110 ml, 0.737 mol) was added over 10 minutes. After a 15 minute induction period, the internal temperature rose from 3° C. to 12° C. over 30 minutes and then dropped... Reactants: [N+](=O)([O-])C1=C(C(=CC(=C1)[N+](=O)[O-])C)OC (2,4-dinitro-6-methylanisole), C(C)O (ethanol), [H][H] (hydrogen), Cl (HCl). Reagents/catalysts: [Pd] (Pd/C). Run in O (water). Product: Cl.Cl.NC1=C(C(=CC(=C1)N)C)OC (2,4-Diamino-6-methylanisole dihydrochloride). Reaction SMILES: [N+:1]([C:4]1[CH:9]=[C:8]([N+:10]([O-])=O)[CH:7]=[C:6]([CH3:13])[C:5]=1[O:14][CH3:15])([O-])=O.C(O)C.[H][H].[ClH:21]>[Pd].O>[ClH:21].[ClH:21].[NH2:1][C:4]1[CH:9]=[C:8]([NH2:10])[CH:7]=[C:6]([CH3:13])[C:5]=1[O:14][CH3:15] |f:6.7.8|. Procedure: 105 g of 2,4-dinitro-6-methylanisole, 1.35 l of ethanol, 150 ml of water and 1 g of Pd/C (5% strength) were initially introduced into the autoclave and hydrogenated at 50° C. with a hydrogen pressure of 50 bar for 12 h. Subsequently, the mixture was cooled and then poured into 1.0 l of semiconcentrated HCl. The catalyst was filtered off, and the filtrate was evaporated to dryness on a rotary evaporator. The residue was extracted by boiling with 2×150 ml of ethanol, filtered off and dried overnig... Reactants: ClC(=O)OC (methyl chloroformate), O1CCCC1 (tetrahydrofuran), O (water), [OH-].[Na+] (sodium hydroxide), ClC1=CC(=NC(=N1)N)N (6-chloro-2,4-diaminopyrimidine), potassium t-butylate, O1CCCC1 (tetrahydrofuran). Procedure: A solution of 21.6 g (0.15 mol) of 6-chloro-2,4-diaminopyrimidine in 100 ml of dry tetrahydrofuran is treated with 50 g (0.45 mol) of potassium t-butylate while stirring, whereupon the yellow suspension obtained is cooled to 0° and treated with a solution of 42.5 g (0.45 mol) of methyl chloroformate in 60 ml of dry tetrahydrofuran. The mixture is stirred at 0° for 1 hour and at room temperature overnight, treated with water while cooling with ice, adjusted with 3N sodium hydroxide solution to pH... Yields the product ClC1=CC(=NC(=N1)NC(=O)OC)NC(=O)OC (dimethyl 6-chloro-2,4-pyrimidinedicarbamate). Reaction SMILES: [Cl:1][C:2]1[N:7]=[C:6]([NH2:8])[N:5]=[C:4]([NH2:9])[CH:3]=1.Cl[C:11]([O:13][CH3:14])=[O:12].[OH2:15].[OH-].[Na+].[O:18]1[CH2:22]CC[CH2:19]1>>[Cl:1][C:2]1[N:7]=[C:6]([NH:8][C:11]([O:13][CH3:14])=[O:12])[N:5]=[C:4]([NH:9][C:19]([O:18][CH3:22])=[O:15])[CH:3]=1 |f:3.4|. Starting materials: C#CCCN1C(=O)c2cccc3cccc(c23)C1=O, CCOC(C)=O, Cc1nnc2n1-c1sc(I)cc1C(c1ccccc1Cl)=NC2. The product is Cc1nnc2n1-c1sc(C#CCCN3C(=O)c4cccc5cccc(c45)C3=O)cc1C(c1ccccc1Cl)=NC2. RXN SMILES: [CH2:23]([CH2:24][C:25]#[CH:26])[N:27]1[C:28](=[O:41])[c:29]2[cH:30][cH:31][cH:32][c:33]3[c:34]2[c:35]([cH:38][cH:39][cH:40]3)[C:36]1=[O:37].[CH3:42][CH2:43][O:44][C:45](=[O:46])[CH3:47].[Cl:1][c:2]1[c:3]([C:8]2=[N:9][CH2:10][c:11]3[n:12]([c:19]([CH3:22])[n:20][n:21]3)-[c:13]3[c:14]2[cH:15][c:16]([I:18])[s:17]3)[cH:4][cH:5][cH:6][cH:7]1>>[Cl:1][c:2]1[c:3]([C:8]2=[N:9][CH2:10][c:11]3[n:12]([c:19]([CH3:22])[n:20][n:21]3)-[c:13]3[c:14]2[cH:15][c:16]([C:26]#[C:25][CH2:24][CH2:23][N:27]2[C:28](=[O:41])[c:29]4[cH:30][cH:31][cH:32][c:33]5[c:34]4[c:35]([cH:38][cH:39][cH:40]5)[C:36]2=[O:37])[s:17]3)[cH:4][cH:5][cH:6][cH:7]1. Starting materials: NC1=C2CCN(CC2=CC=C1)C (5-amino-2-methyl-1,2,3,4-tetrahydroisoquinoline), COC1=C(C(=O)O)C=C(C=C1)OC (2,5-dimethoxybenzoic acid). Product: CN1CC2=CC=CC(=C2CC1)NC(C1=C(C=CC(=C1)OC)OC)=O (N-(2-Methyl-1,2,3,4-tetrahydroisoquinolin-5-yl)-2,5-dimethoxybenzamide). RXN SMILES: [NH2:1][C:2]1[CH:11]=[CH:10][CH:9]=[C:8]2[C:3]=1[CH2:4][CH2:5][N:6]([CH3:12])[CH2:7]2.[CH3:13][O:14][C:15]1[CH:23]=[CH:22][C:21]([O:24][CH3:25])=[CH:20][C:16]=1[C:17](O)=[O:18]>>[CH3:12][N:6]1[CH2:5][CH2:4][C:3]2[C:8](=[CH:9][CH:10]=[CH:11][C:2]=2[NH:1][C:17](=[O:18])[C:16]2[CH:20]=[C:21]([O:24][CH3:25])[CH:22]=[CH:23][C:15]=2[O:14][CH3:13])[CH2:7]1. Reported procedure: The title compound was prepared in an analogous manner to Example 1 from 5-amino-2-methyl-1,2,3,4-tetrahydroisoquinoline and 2,5-dimethoxybenzoic acid.